Dataset: the Open Reaction Database (ORD), a public repository of structured organic reaction records. Task: describe an organic reaction: reactants, conditions, products, and yield Starting materials: C(C)(C)(C)OC(=O)N1C(=CC=2C=NC(=CC21)Cl)C=2C=NN(C2)C(=O)OC(C)(C)C (tert-Butyl-2-(1-(tert-butoxycarbonyl)-1H-pyrazol-4-yl)-6-chloro-1H-pyrrolo[3,2-c]pyridine-1-carboxylate), O1CCN(CC1)CC1=CC=C(N)C=C1 (4-(morpholinomethyl)aniline), C(C)(C)(C)OC(=O)N1N=CC(=C1)C1=CC=2C=NC(=CC2N1C(=O)OC(C)(C)C)NC1=CC=C(C=C1)C(N(C)C)=O (tert-Butyl 2-(1-(tert-butoxycarbonyl)-1H-pyrazol-4-yl)-6-(4-(dimethylcarbamoyl)phenylamino)-1H-pyrrolo[3,2-c]pyridine-1-carboxylate). The product is C(C)(C)(C)OC(=O)N1N=CC(=C1)C1=CC=2C=NC(=CC2N1C(=O)OC(C)(C)C)NC1=CC=C(C=C1)CN1CCOCC1 (tert-Butyl 2-(1-(tert-butoxycarbonyl)-1H-pyrazol-4-yl)-6-(4-(morpholinomethyl)phenylamino)-1H-pyrrolo[3,2-c]pyridine-1-carboxylate). The yield is 19.0%. As a reaction SMILES: [C:1]([O:5][C:6]([N:8]1[C:16]2[CH:15]=[C:14](Cl)[N:13]=[CH:12][C:11]=2[CH:10]=[C:9]1[C:18]1[CH:19]=[N:20][N:21]([C:23]([O:25][C:26]([CH3:29])([CH3:28])[CH3:27])=[O:24])[CH:22]=1)=[O:7])([CH3:4])([CH3:3])[CH3:2].[O:30]1[CH2:35][CH2:34][N:33]([CH2:36][C:37]2[CH:43]=[CH:42][C:40]([NH2:41])=[CH:39][CH:38]=2)[CH2:32][CH2:31]1.C(OC(N1C=C(C2N(C(OC(C)(C)C)=O)C3C=C(NC4C=CC(C(=O)N(C)C)=CC=4)N=CC=3C=2)C=N1)=O)(C)(C)C>>[C:26]([O:25][C:23]([N:21]1[CH:22]=[C:18]([C:9]2[N:8]([C:6]([O:5][C:1]([CH3:4])([CH3:3])[CH3:2])=[O:7])[C:16]3[CH:15]=[C:14]([NH:41][C:40]4[CH:39]=[CH:38][C:37]([CH2:36][N:33]5[CH2:32][CH2:31][O:30][CH2:35][CH2:34]5)=[CH:43][CH:42]=4)[N:13]=[CH:12][C:11]=3[CH:10]=2)[CH:19]=[N:20]1)=[O:24])([CH3:29])([CH3:28])[CH3:27]. Procedure: The title compound was prepared in 19% yield from compound (17) and 4-(morpholinomethyl)aniline using the method described for compound (49). 1H-NMR (500 MHz, CDCl3) 1.51 (s, 9H), 1.69 (s, 9H), 2.47 (br t, J=4.2 Hz, 4H), 3.49 (s, 2H), 3.72 (t, J=4.7 Hz, 4H), 6.58 (d, J=0.5 Hz, 1H), 6.66 (s, 1H), 7.31 (br s, 4H), 7.61 (s, 1H), 7.82 (d, J=0.5 Hz, 1H), 8.22 (d, J=0.5 Hz, 1H), 8.45 (d, J=0.7 Hz, 1H). The reactants are C1(CC1)C1=NC2=C(N1CC1=CC=C(C=C1)C1=C(C=CC=C1)C#N)C=C(C=C2C)C2=NC1=C(N2C)C=CC=C1 (4'-[(2-cyclopropyl-4-methyl-6-(1-methylbenzimidazol-2-yl)-benzimidazol-1-yl)-methyl]-2-cyano-biphenyl), [N-]=[N+]=[N-].[Na+] (sodium azide). Solvent: CN(C=O)C (dimethylformamide). Yields the product C1(CC1)C1=NC2=C(N1CC1=CC=C(C=C1)C1=C(C=CC=C1)C1=NN=NN1)C=C(C=C2C)C2=NC1=C(N2C)C=CC=C1 (4'-[(2-Cyclopropyl-4-methyl-6-(1-methylbenzimidazol-2-yl)-benzimidazol-1-yl)-methyl]-2-(1H-tetrazol-5-yl)-biphenyl). Reaction SMILES: [CH:1]1([C:4]2[N:8]([CH2:9][C:10]3[CH:15]=[CH:14][C:13]([C:16]4[CH:21]=[CH:20][CH:19]=[CH:18][C:17]=4[C:22]#[N:23])=[CH:12][CH:11]=3)[C:7]3[CH:24]=[C:25]([C:29]4[N:33]([CH3:34])[C:32]5[CH:35]=[CH:36][CH:37]=[CH:38][C:31]=5[N:30]=4)[CH:26]=[C:27]([CH3:28])[C:6]=3[N:5]=2)[CH2:3][CH2:2]1.[N-:39]=[N+:40]=[N-:41].[Na+]>CN(C)C=O>[CH:1]1([C:4]2[N:8]([CH2:9][C:10]3[CH:11]=[CH:12][C:13]([C:16]4[CH:21]=[CH:20][CH:19]=[CH:18][C:17]=4[C:22]4[NH:41][N:40]=[N:39][N:23]=4)=[CH:14][CH:15]=3)[C:7]3[CH:24]=[C:25]([C:29]4[N:33]([CH3:34])[C:32]5[CH:35]=[CH:36][CH:37]=[CH:38][C:31]=5[N:30]=4)[CH:26]=[C:27]([CH3:28])[C:6]=3[N:5]=2)[CH2:3][CH2:2]1 |f:1.2|. Procedure details: Prepared analogously to Example 10 from 4'-[(2-cyclopropyl-4-methyl-6-(1-methylbenzimidazol-2-yl)-benzimidazol-1-yl)-methyl]-2-cyano-biphenyl and sodium azide in dimethylformamide. The reactants are COc1ccc(C(c2ccc(N(C)C)cc2)c2ccc(N(C)C)cc2C(=O)O)cc1, CC(C)O, [Na+], [OH-], O, OO. Product: COc1ccc(C2(c3ccc(N(C)C)cc3)OC(=O)c3cc(N(C)C)ccc32)cc1. As a reaction SMILES: [CH3:1][N:2]([c:3]1[cH:4][cH:5][c:6]([CH:7]([c:8]2[cH:9][cH:10][c:11]([O:14][CH3:15])[cH:12][cH:13]2)[c:16]2[c:17]([C:18](=[O:19])[OH:20])[cH:21][c:22]([N:25]([CH3:26])[CH3:27])[cH:23][cH:24]2)[cH:28][cH:29]1)[CH3:30].[CH:36]([OH:37])([CH3:38])[CH3:39].[Na+:33].[OH-:32].[OH2:31].[OH:34][OH:35]>>[CH3:1][N:2]([c:3]1[cH:4][cH:5][c:6]([C:7]2([c:8]3[cH:9][cH:10][c:11]([O:14][CH3:15])[cH:12][cH:13]3)[c:16]3[c:17]([cH:21][c:22]([N:25]([CH3:26])[CH3:27])[cH:23][cH:24]3)[C:18](=[O:20])[O:19]2)[cH:28][cH:29]1)[CH3:30]. The reactants are NC1[C@@H]2N(C(=CCS2)C(=O)O)C1=O (7-amino-3-cephem-4-carboxylic acid), C[Si](C)(C)CC(=O)N (trimethylsilylacetamide), 2-[2-(2,2,2-trifluoroacetamidothiazol-4-yl)]-2-(2,4-dichlorobenzyloxyimino)acetic acid, P(=O)(Cl)(Cl)Cl (phosphoryl chloride), CN(C=O)C (N,N-dimethylformamide). Solvent: C(C)(=O)OCC (ethyl acetate), C(C)(=O)OCC (ethyl acetate). Yields the product S1CC=C(N2[C@H]1CC2=O)C(=O)O (3-cephem-4-carboxylic acid). Isolated yield 248.6%. RXN SMILES: N[CH:2]1[C:12](=[O:13])[N:4]2[C:5]([C:9]([OH:11])=[O:10])=[CH:6][CH2:7][S:8][C@H:3]12.C[Si](CC(N)=O)(C)C.P(Cl)(Cl)(Cl)=O.CN(C)C=O>C(OCC)(=O)C>[S:8]1[C@@H:3]2[CH2:2][C:12](=[O:13])[N:4]2[C:5]([C:9]([OH:11])=[O:10])=[CH:6][CH2:7]1. Reported procedure: A solution of 7-amino-3-cephem-4-carboxylic acid (1.0 g.) and trimethylsilylacetamide (3.8 g.) in ethyl acetate (10 ml.) and a solution of 2-[2-(2,2,2-trifluoroacetamidothiazol-4-yl)]-2-(2,4-dichlorobenzyloxyimino)acetic acid (syn isomer, 2.0 g.), phosphoryl chloride (0.9 g.) and N,N-dimethylformamide (0.43 g.) in ethyl acetate (16 ml.) were treated in a similar manner to that of Example 1-(1) to give 7-[2-(2,2,2-trifluoroacetamido)thiazol-4-yl]-2-(2,4-dichlorobenzyloxyimino)acetamido]-3-cephem-...